Dataset: the Open Reaction Database (ORD), a public repository of structured organic reaction records. Task: describe an organic reaction: reactants, conditions, products, and yield The reactants are O1COC2=C1C=CC(=C2)C2(CC2)C(=O)NC=2SC(=C(N2)C)C(C2=C(C=CC=C2)Cl)N2C[C@H](CC2)O[Si](C)(C)C(C)(C)C (1-(benzo[d][1,3]dioxol-5-yl)-N-(5-(((S)-3-(tert-butyldimethylsilyloxy)pyrrolidin-1-yl)(2-chlorophenyl)methyl)-4-methylthiazol-2-yl)cyclopropanecarboxamide), CCCC[N+](CCCC)(CCCC)CCCC.[F-] (TBAF). Conditions: time 5 hour. Yields the product O1COC2=C1C=CC(=C2)C2(CC2)C(=O)NC=2SC(=C(N2)C)C(N2C[C@H](CC2)O)C2=C(C=CC=C2)Cl (1-(benzo[d][1,3]dioxol-5-yl)-N-(5-((2-chlorophenyl)((S)-3-hydroxypyrrolidin-1-yl)methyl)-4-methylthiazol-2-yl)cyclopropanecarboxamide). RXN SMILES: [O:1]1[C:5]2[CH:6]=[CH:7][C:8]([C:10]3([C:13]([NH:15][C:16]4[S:17][C:18]([CH:22]([N:30]5[CH2:34][CH2:33][C@H:32]([O:35][Si](C(C)(C)C)(C)C)[CH2:31]5)[C:23]5[CH:28]=[CH:27][CH:26]=[CH:25][C:24]=5[Cl:29])=[C:19]([CH3:21])[N:20]=4)=[O:14])[CH2:12][CH2:11]3)=[CH:9][C:4]=2[O:3][CH2:2]1.CCCC[N+](CCCC)(CCCC)CCCC.[F-]>>[O:1]1[C:5]2[CH:6]=[CH:7][C:8]([C:10]3([C:13]([NH:15][C:16]4[S:17][C:18]([CH:22]([C:23]5[CH:28]=[CH:27][CH:26]=[CH:25][C:24]=5[Cl:29])[N:30]5[CH2:34][CH2:33][C@H:32]([OH:35])[CH2:31]5)=[C:19]([CH3:21])[N:20]=4)=[O:14])[CH2:12][CH2:11]3)=[CH:9][C:4]=2[O:3][CH2:2]1 |f:1.2|. Reported procedure: A mixture of 1-(benzo[d][1,3]dioxol-5-yl)-N-(5-(((S)-3-(tert-butyldimethylsilyloxy)pyrrolidin-1-yl)(2-chlorophenyl)methyl)-4-methylthiazol-2-yl)cyclopropanecarboxamide (Isomer A) (400 mg, 0.64 mmol) and TBAF (1M in THF, 3.84 mL, 3.84 mmol) was stirred at room temperature for 5 h. The reaction was partitioned between H2O and EtOAc. The combined organic layers were washed with brine, dried over MgSO4 and concentrated. The residue was adsorbed onto silica gel and purified by column chromatography (...